This data is from the Open Reaction Database (ORD), a public repository of structured organic reaction records. The task is: describe an organic reaction: reactants, conditions, products, and yield Starting materials: [N+](=O)([O-])C1=CC=C(COC(=O)OCC(=O)O)C=C1 (p-nitrobenzyloxycarbonyloxyacetic acid), COC(Cl)Cl (1,1-dichlorodimethyl ether). The solvent is C(C)(=O)OCC (ethyl acetate). Yields the product [N+](=O)([O-])C1=CC=C(COC(=O)OCC(=O)Cl)C=C1 (p-nitrobenzyloxycarbonyloxyacetyl chloride). As a reaction SMILES: [N+:1]([C:4]1[CH:18]=[CH:17][C:7]([CH2:8][O:9][C:10]([O:12][CH2:13][C:14](O)=[O:15])=[O:11])=[CH:6][CH:5]=1)([O-:3])=[O:2].COC(Cl)[Cl:22]>C(OCC)(=O)C>[N+:1]([C:4]1[CH:18]=[CH:17][C:7]([CH2:8][O:9][C:10]([O:12][CH2:13][C:14]([Cl:22])=[O:15])=[O:11])=[CH:6][CH:5]=1)([O-:3])=[O:2]. Reported procedure: A mixture of p-nitrobenzyloxycarbonyloxyacetic acid (300 mg) and 1,1-dichlorodimethyl ether (1 ml) in ethyl acetate (7.5 ml) was refluxed for 5 hours. The reaction mixture was evaporated to give p-nitrobenzyloxycarbonyloxyacetyl chloride, which was then added to a solution of 2-hydroxymethyl-penem-3-carboxylic acid p-nitrobenzyl ester (168 mg) and triethylamine (0.1 ml) in dichlormethane (10 ml) with ice-cooling, followed by stirring for 1 hour. The reaction mixture was treated by the procedure ... The reactants are CC#N, C[n+]1ncc(N)cc1Cl, [O-][Cl+3]([O-])([O-])[O-], Oc1ccccc1, c1ccncc1. Yields the product C[n+]1ncc(N)cc1Oc1ccccc1, [O-][Cl+3]([O-])([O-])[O-]. Reaction SMILES: [CH3:15][C:16]#[N:17].[CH3:6][n+:7]1[n:8][cH:9][c:10]([NH2:14])[cH:11][c:12]1[Cl:13].[Cl+3:1]([O-:2])([O-:3])([O-:4])[O-:5].[OH:18][c:19]1[cH:20][cH:21][cH:22][cH:23][cH:24]1.[cH:25]1[cH:26][cH:27][n:28][cH:29][cH:30]1>>[CH3:6][n+:7]1[n:8][cH:9][c:10]([NH2:14])[cH:11][c:12]1[O:18][c:19]1[cH:20][cH:21][cH:22][cH:23][cH:24]1.[Cl+3:1]([O-:2])([O-:3])([O-:4])[O-:5]. Reactants: [OH-].C[N+](C)(C)C (tetramethylammonium hydroxide), C(C(O)C)(=O)O (lactic acid). Product: O.O.C(C(O)C)(=O)[O-].C[N+](C)(C)C (Tetramethylammonium lactate dihydrate), dihydrate. As a reaction SMILES: [OH-:1].[CH3:2][N+:3]([CH3:6])([CH3:5])[CH3:4].[C:7]([OH:12])(=[O:11])[CH:8]([CH3:10])[OH:9]>>[OH2:9].[OH2:1].[C:7]([O-:12])(=[O:11])[CH:8]([CH3:10])[OH:9].[CH3:2][N+:3]([CH3:6])([CH3:5])[CH3:4] |f:0.1,3.4.5.6|. Procedure: Tetramethylammonium lactate dihydrate was prepared by the addition of tetramethylammonium hydroxide (25% in methanol) to an equivalent amount of lactic acid (85% aqueous solution) with cooling on ice followed by solvent removal and the addition of sufficient water to form the dihydrate. Reactants: I(=O)(=O)(=O)[O-].[Na+] (Sodium periodate), S(=O)([O-])[O-].[Na+].[Na+] (sodium sulfite), C([O-])(O)=O.[Na+] (sodium bicarbonate), C1(CC1)C(CC(C(=O)OCC)C1CCN(CC1)C(=O)OCC1=CC=CC=C1)=C (benzyl 4-[3-cyclopropyl-1-(ethoxycarbonyl)but-3-en-1-yl]piperidine-1-carboxylate). The reagents and catalysts are [Os](=O)(=O)(=O)=O (Osmium tetroxide). Solvent: O (water), O1CCCC1 (tetrahydrofuran). Run at time 18 hour. Product: C1(CC1)C(CC(C(=O)OCC)C1CCN(CC1)C(=O)OCC1=CC=CC=C1)=O (Benzyl 4-[3-cyclopropyl-1-(ethoxycarbonyl)-3-oxopropyl]piperidine-1-carboxylate). Reaction SMILES: [CH:1]1([C:4](=C)[CH2:5][CH:6]([CH:12]2[CH2:17][CH2:16][N:15]([C:18]([O:20][CH2:21][C:22]3[CH:27]=[CH:26][CH:25]=[CH:24][CH:23]=3)=[O:19])[CH2:14][CH2:13]2)[C:7]([O:9][CH2:10][CH3:11])=[O:8])[CH2:3][CH2:2]1.I([O-])(=O)(=O)=[O:30].[Na+].S([O-])([O-])=O.[Na+].[Na+].C(=O)(O)[O-].[Na+]>O1CCCC1.O.[Os](=O)(=O)(=O)=O>[CH:1]1([C:4](=[O:30])[CH2:5][CH:6]([CH:12]2[CH2:17][CH2:16][N:15]([C:18]([O:20][CH2:21][C:22]3[CH:27]=[CH:26][CH:25]=[CH:24][CH:23]=3)=[O:19])[CH2:14][CH2:13]2)[C:7]([O:9][CH2:10][CH3:11])=[O:8])[CH2:3][CH2:2]1 |f:1.2,3.4.5,6.7|. Reported procedure: Osmium tetroxide (2.5 wt. % in t-BuOH; 17 uL, 0.001 mmol) was added to a solution of benzyl 4-[3-cyclopropyl-1-(ethoxycarbonyl)but-3-en-1-yl]piperidine-1-carboxylate (173 mg, 0.45 mmol) in tetrahydrofuran (2 mL). Sodium periodate (290 mg, 1.35 mmol) in water (1.5 mL) was added to the reaction mixture. After 18 h, saturated aqueous sodium sulfite and saturated aqueous sodium bicarbonate were added and the mixture was extracted with ethyl acetate (4×). The combined organic extracts were dried over... The solvent is C(Cl)Cl (DCM), O1CCOCC1 (dioxane). Procedure: To a mixture of ethyl 2-(4-{1-[(tert-butoxycarbonyl)amino]cyclobutyl}phenyl)-3-phenylimidazo[1,2-b]pyridazine-6-carboxylate that was prepared in a manner analgous to that described for Intermediate Example Int-4 (0.96 g, 1.87 mmol) in DCM (12.0 mL) and methanol (7.6 mL) was added a solution of 4 M hydrochloric acid in dioxane (9.4 mL) and the mixture was stirred for 2 hours at rt. The mixture was poured onto ice, made alkaline with aqueous sodium hydroxide (2 N) and extracted with DCM. The combi... Conditions: time 2 hour. RXN SMILES: C(OC([NH:8][C:9]1([C:13]2[CH:18]=[CH:17][C:16]([C:19]3[N:20]=[C:21]4[CH:26]=[CH:25][C:24]([C:27]([O:29][CH2:30][CH3:31])=[O:28])=[N:23][N:22]4[C:32]=3[C:33]3[CH:38]=[CH:37][CH:36]=[CH:35][CH:34]=3)=[CH:15][CH:14]=2)[CH2:12][CH2:11][CH2:10]1)=O)(C)(C)C.CO.Cl.[OH-].[Na+]>C(Cl)Cl.O1CCOCC1>[NH2:8][C:9]1([C:13]2[CH:14]=[CH:15][C:16]([C:19]3[N:20]=[C:21]4[CH:26]=[CH:25][C:24]([C:27]([O:29][CH2:30][CH3:31])=[O:28])=[N:23][N:22]4[C:32]=3[C:33]3[CH:34]=[CH:35][CH:36]=[CH:37][CH:38]=3)=[CH:17][CH:18]=2)[CH2:10][CH2:11][CH2:12]1 |f:3.4|. Reactants: C(C)(C)(C)OC(=O)NC1(CCC1)C1=CC=C(C=C1)C=1N=C2N(N=C(C=C2)C(=O)OCC)C1C1=CC=CC=C1 (ethyl 2-(4-{1-[(tert-butoxycarbonyl)amino]cyclobutyl}phenyl)-3-phenylimidazo[1,2-b]pyridazine-6-carboxylate), [OH-].[Na+] (sodium hydroxide), CO (methanol), Cl (hydrochloric acid). The product is NC1(CCC1)C1=CC=C(C=C1)C=1N=C2N(N=C(C=C2)C(=O)OCC)C1C1=CC=CC=C1 (Ethyl 2-[4-(1-aminocyclobutyl)phenyl]-3-phenylimidazo[1,2-b]pyridazine-6-carboxylate). Reactants: CC1(C(CC2C(CCCC12C)O)CCOCCCC(C)(C)O)C (1,1-Dimethyl-[2-(4-hydroxy-4methylpentoxy)ethyl]-7a-methyloctahydro-1H-inden-4-ol), [Cr](=O)(=O)([O-])Cl.[NH+]1=CC=CC=C1 (pyridinium chlorochromate). The solvent is C(Cl)Cl (methylene chloride). Product: CC1(C(CC2C(CCCC12C)=O)CCOCCCC(C)(C)O)C (1,1-Dimethyl-[2-(4-hydroxy-4-methylpentoxy)ethyl]-7a-methyloctahydro-4H-inden-4-one). The yield is 77.4%. As a reaction SMILES: [CH3:1][C:2]1([CH3:23])[C:10]2([CH3:11])[CH:5]([CH:6]([OH:12])[CH2:7][CH2:8][CH2:9]2)[CH2:4][CH:3]1[CH2:13][CH2:14][O:15][CH2:16][CH2:17][CH2:18][C:19]([OH:22])([CH3:21])[CH3:20].[Cr](Cl)([O-])(=O)=O.[NH+]1C=CC=CC=1>C(Cl)Cl>[CH3:1][C:2]1([CH3:23])[C:10]2([CH3:11])[CH:5]([C:6](=[O:12])[CH2:7][CH2:8][CH2:9]2)[CH2:4][CH:3]1[CH2:13][CH2:14][O:15][CH2:16][CH2:17][CH2:18][C:19]([OH:22])([CH3:21])[CH3:20] |f:1.2|. Procedure: 260 mg (0.80 mmol) of 48 is reacted with 240 mg (1.12 mmol) of pyridinium chlorochromate in 16 ml of methylene chloride analogously to 30., and 201 mg of the title compound is obtained as colorless oil.